From a dataset of the Open Reaction Database (ORD), a public repository of structured organic reaction records. describe an organic reaction: reactants, conditions, products, and yield The reactants are Cl (hydrochloric acid), C(=C)C(=O)C (methyl vinyl ketone), [OH-].[Na+] (sodium hydroxide), S1C=C(C=C1)CC(C(=O)O)=O ((3-thienyl)pyruvic acid). Solvent: CO (methanol). Reaction conditions: temperature 20 celsius, time 2 hour. Yields the product S1C=C(C=C1)C1CCC(CC1(O)C(=O)O)=O (6-(3-thienyl)-3-oxocyclohexan-1-ol-1-carboxylic acid). The yield is 699.5%. As a reaction SMILES: [CH:1]([C:3]([CH3:5])=[O:4])=[CH2:2].[OH-].[Na+].[S:8]1[CH:12]=[CH:11][C:10]([CH2:13][C:14](=[O:18])[C:15]([OH:17])=[O:16])=[CH:9]1.Cl>CO>[S:8]1[CH:12]=[CH:11][C:10]([CH:13]2[C:14]([C:15]([OH:17])=[O:16])([OH:18])[CH2:5][C:3](=[O:4])[CH2:1][CH2:2]2)=[CH:9]1 |f:1.2|. Procedure details: 17.1 cm3 (21 mmol) of methyl vinyl ketone and 7.2 g (18 mmol) of sodium hydroxide pellets are successively added to a solution, cooled to 0° C., of 22.4 g (13 mmol) of (3-thienyl)pyruvic acid in 150 cm3 of methanol and then the reaction mixture is stirred at a temperature in the region of 20° C. for two hours. After neutralizing with 60 cm3 of a 3N aqueous hydrochloric acid solution, the precipitate formed is filtered off, washed with water and then dried at 20° C. 21.85 g (70%) of 6-(3-thienyl)... Run in O (water), CC(=O)C (acetone). Conditions: time 8 hour. Reaction SMILES: [F:1][C:2]([F:20])([C:7]1[C:11]([C:12]([F:15])([F:14])[F:13])=[C:10]([C:16]([O:18]C)=[O:17])[NH:9][N:8]=1)[C:3]([F:6])([F:5])[F:4].C(=O)([O-])[O-].[K+].[K+].I[CH2:28][CH3:29].[OH-].[Na+].Cl>CC(C)=O.O>[CH2:28]([N:9]1[C:10]([C:16]([OH:18])=[O:17])=[C:11]([C:12]([F:14])([F:15])[F:13])[C:7]([C:2]([F:1])([F:20])[C:3]([F:5])([F:6])[F:4])=[N:8]1)[CH3:29] |f:1.2.3,5.6|. Procedure details: 0.23 g (0.72 mmol) of methyl 3-(pentafluoroethyl)-4-(trifluoromethyl)-1H-pyrazole-5-carboxylate and 0.3 g (2.2 mmol) of potassium carbonate are suspended in 7.0 ml of acetone and admixed with 0.12 ml of iodoethane (1.4 mmol). The reaction mixture is stirred overnight at room temperature. 1.1 ml (2.2 mmol) of 2N sodium hydroxide solution are added to the suspension. The solution is then stirred overnight at room temperature. The reaction mixture is diluted with water and adjusted to pH 2-3 with 1... Yields the product C(C)N1N=C(C(=C1C(=O)O)C(F)(F)F)C(C(F)(F)F)(F)F (1-Ethyl-3-(pentafluoroethyl)-4-(trifluoromethyl)-1H-pyrazole-5-carboxylic acid). Reactants: Cl (hydrochloric acid), FC(C(F)(F)F)(C1=NNC(=C1C(F)(F)F)C(=O)OC)F (methyl 3-(pentafluoroethyl)-4-(trifluoromethyl)-1H-pyrazole-5-carboxylate), [OH-].[Na+] (sodium hydroxide), C([O-])([O-])=O.[K+].[K+] (potassium carbonate), ICC (iodoethane).